From a dataset of the Open Reaction Database (ORD), a public repository of structured organic reaction records. describe an organic reaction: reactants, conditions, products, and yield RXN SMILES: [C:19](=[S:20])([c:21]1[nH:22][cH:23][cH:24][n:25]1)[c:26]1[nH:27][cH:28][cH:29][n:30]1.[C:1]([CH3:2])([CH3:3])([CH3:4])[c:5]1[c:6]([O:7][c:8]2[c:9]([NH2:14])[cH:10][n:11][cH:12][cH:13]2)[cH:15][cH:16][cH:17][cH:18]1.[Cl:31][CH2:32][Cl:33]>>[C:1]([CH3:2])([CH3:3])([CH3:4])[c:5]1[c:6]([O:7][c:8]2[c:9]([N:14]=[C:19]=[S:20])[cH:10][n:11][cH:12][cH:13]2)[cH:15][cH:16][cH:17][cH:18]1. Yields the product CC(C)(C)c1ccccc1Oc1ccncc1N=C=S. Reactants: S=C(c1ncc[nH]1)c1ncc[nH]1, CC(C)(C)c1ccccc1Oc1ccncc1N, ClCCl. Procedure details: Under a nitrogen atmosphere, to a mixture of sodium hydride (60%, 133 mg) and THF (20 mL) was added diethyl cyanomethylphosphonate (0.54 mL) at 0° C., and the mixture was stirred at 0° C. for 10 min. To the reaction mixture was added 2′-fluoro-5′-methoxy-4-((4-methoxybenzyl)oxy)biphenyl-2-carbaldehyde (1.03 g) obtained in Example 93, step 2, and the mixture was stirred at 50° C. for 30 min. Water was added to the reaction mixture, and the mixture was extracted with ethyl acetate. The extract was... Yields the product crude product, FC1=C(C=C(C=C1)OC)C1=C(C=C(C=C1)OCC1=CC=C(C=C1)OC)C=CC#N (3-(2′-fluoro-5′-methoxy-4-((4-methoxybenzyl)oxy)biphenyl-2-yl)acrylonitrile). Reaction conditions: temperature 0 celsius, time 10 minute. Starting materials: C(#N)CP(OCC)(OCC)=O (diethyl cyanomethylphosphonate), [H-].[Na+] (sodium hydride), C1CCOC1 (THF), FC1=C(C=C(C=C1)OC)C=1C(=CC(=CC1)OCC1=CC=C(C=C1)OC)C=O (2′-fluoro-5′-methoxy-4-((4-methoxybenzyl)oxy)biphenyl-2-carbaldehyde). The solvent is O (Water). Reaction SMILES: [H-].[Na+].C1COCC1.[C:8]([CH2:10]P(=O)(OCC)OCC)#[N:9].[F:19][C:20]1[CH:25]=[CH:24][C:23]([O:26][CH3:27])=[CH:22][C:21]=1[C:28]1[C:29]([CH:44]=O)=[CH:30][C:31]([O:34][CH2:35][C:36]2[CH:41]=[CH:40][C:39]([O:42][CH3:43])=[CH:38][CH:37]=2)=[CH:32][CH:33]=1>O>[F:19][C:20]1[CH:25]=[CH:24][C:23]([O:26][CH3:27])=[CH:22][C:21]=1[C:28]1[CH:33]=[CH:32][C:31]([O:34][CH2:35][C:36]2[CH:37]=[CH:38][C:39]([O:42][CH3:43])=[CH:40][CH:41]=2)=[CH:30][C:29]=1[CH:44]=[CH:10][C:8]#[N:9] |f:0.1|. RXN SMILES: [CH:1]([CH3:2])([CH3:3])[n:4]1[n:5][cH:6][c:7]2[c:8]1[n:9][c:10]([CH:14]1[CH2:15][NH:16][CH2:17][CH:18]1[CH3:19])[nH:11][c:12]2=[O:13].[n:20]1[cH:21][c:22]([CH:30]=[O:31])[cH:23][c:24]2[cH:25][cH:26][cH:27][cH:28][c:29]12>>[CH:1]([CH3:2])([CH3:3])[n:4]1[n:5][cH:6][c:7]2[c:8]1[n:9][c:10]([CH:14]1[CH2:15][N:16]([CH2:30][c:22]3[cH:21][n:20][c:29]4[c:24]([cH:23]3)[cH:25][cH:26][cH:27][cH:28]4)[CH2:17][CH:18]1[CH3:19])[nH:11][c:12]2=[O:13]. Product: CC1CN(Cc2cnc3ccccc3c2)CC1c1nc2c(cnn2C(C)C)c(=O)[nH]1. The reactants are CC1CNCC1c1nc2c(cnn2C(C)C)c(=O)[nH]1, O=Cc1cnc2ccccc2c1. The reactants are C(C)(C)OC1=CC=C(C=C1)C1=NN(C=C1C=O)C1OCCCC1 (3-(4-isopropoxyphenyl)-1-(tetrahydro-2H-pyran-2-yl)-1H-pyrazole-4-carbaldehyde), Cl (HCl). Product: Cl.C(C)(C)OC1=CC=C(C=C1)C1=NNC=C1C=O (3-(4-isopropoxyphenyl)-1H-pyrazole-4-carbaldehyde hydrochloride). The yield is 98.0%. Reaction SMILES: [CH:1]([O:4][C:5]1[CH:10]=[CH:9][C:8]([C:11]2[C:15]([CH:16]=[O:17])=[CH:14][N:13](C3CCCCO3)[N:12]=2)=[CH:7][CH:6]=1)([CH3:3])[CH3:2].[ClH:24]>>[ClH:24].[CH:1]([O:4][C:5]1[CH:10]=[CH:9][C:8]([C:11]2[C:15]([CH:16]=[O:17])=[CH:14][NH:13][N:12]=2)=[CH:7][CH:6]=1)([CH3:3])[CH3:2] |f:2.3|. Procedure: A solution of 3-(4-isopropoxyphenyl)-1-(tetrahydro-2H-pyran-2-yl)-1H-pyrazole-4-carbaldehyde (7.4 g, 23.56 mmol) in 3M methanolic HCl (74 mL) was stirred at rt for 3 h. The resulting solution was concentrated and triturated using diethyl ether (50 mL×3) to afford 3-(4-isopropoxyphenyl)-1H-pyrazole-4-carbaldehyde hydrochloride (5.3 g, yield 98%). LCMS (method C): RT=1.96 min, m/z=231.1 [M+H]+. Reactants: Cc1ccc(Cc2cnc(N[N+](=O)[O-])[nH]c2=O)cn1, NCCCCCO, c1ccncc1. Product: Cc1ccc(Cc2cnc(NCCCCCO)[nH]c2=O)cn1. RXN SMILES: [N+:1]([O-:2])(=[O:3])[NH:4][c:5]1[n:6][cH:7][c:8]([CH2:12][c:13]2[cH:14][n:15][c:16]([CH3:19])[cH:17][cH:18]2)[c:9](=[O:11])[nH:10]1.[NH2:20][CH2:21][CH2:22][CH2:23][CH2:24][CH2:25][OH:26].[cH:27]1[cH:28][cH:29][n:30][cH:31][cH:32]1>>[NH:4]([c:5]1[n:6][cH:7][c:8]([CH2:12][c:13]2[cH:14][n:15][c:16]([CH3:19])[cH:17][cH:18]2)[c:9](=[O:11])[nH:10]1)[CH2:21][CH2:22][CH2:23][CH2:24][CH2:25][OH:26]. Product: Nc1ccc2c(c1)N1CCN=C1S2. Reaction SMILES: [CH3:18][OH:19].[H:16][H:17].[N+:1]([O-:2])(=[O:3])[c:4]1[cH:5][cH:6][c:7]2[c:8]([cH:15]1)[N:9]1[C:10](=[N:12][CH2:13][CH2:14]1)[S:11]2>>[NH2:1][c:4]1[cH:5][cH:6][c:7]2[c:8]([cH:15]1)[N:9]1[C:10](=[N:12][CH2:13][CH2:14]1)[S:11]2. The reactants are CO, [H][H], O=[N+]([O-])c1ccc2c(c1)N1CCN=C1S2. Starting materials: BrC1=CC=C(C=C1)C1(CCN(CC1)S(=O)(=O)C)O (4-(4-bromo-phenyl)-1-methanesulfonyl-piperidin-4-ol), C1(=CC=C(C=C1)S(=O)(=O)O)C (p-toluenesulfonic acid). Solvent: C1(=CC=CC=C1)C (toluene). Reaction conditions: temperature 100 celsius, time 16 hour. Yields the product BrC1=CC=C(C=C1)C=1CCN(CC1)S(=O)(=O)C (4-(4-Bromo-phenyl)-1-methanesulfonyl-1,2,3,6-tetrahydro-pyridine). Yield: 61.7%. Reaction SMILES: [Br:1][C:2]1[CH:7]=[CH:6][C:5]([C:8]2(O)[CH2:13][CH2:12][N:11]([S:14]([CH3:17])(=[O:16])=[O:15])[CH2:10][CH2:9]2)=[CH:4][CH:3]=1.C1(C)C=CC(S(O)(=O)=O)=CC=1>C1(C)C=CC=CC=1>[Br:1][C:2]1[CH:7]=[CH:6][C:5]([C:8]2[CH2:13][CH2:12][N:11]([S:14]([CH3:17])(=[O:16])=[O:15])[CH2:10][CH:9]=2)=[CH:4][CH:3]=1. Reported procedure: A mixture of 4-(4-bromo-phenyl)-1-methanesulfonyl-piperidin-4-ol (60.00 g, 179.51 mmol) and p-toluenesulfonic acid (9.37 g, 53.85 mmol) in toluene (1.08 L) is stirred at 100° C. for 16 h. The reaction is cooled to 23° C. and successively washed with 2 M aq. sodium hydroxide to pH 10, and water. The phases are separated and the organic layer is dried over anhydrous sodium sulfate, filtered and the solvent is removed. Methyl tert-butyl ether (200 mL) is added and the solid is filtered and washed w... Starting materials: CC(=O)O[BH-](OC(C)=O)OC(C)=O, CCOc1ccc(-n2c(C(C)N)nc3cc(F)ccc32)cc1, CC(Cl)Cl, ClCCl, [Na+], O=CC1CCSCC1. Product: CCOc1ccc(-n2c(C(C)NCC3CCSCC3)nc3cc(F)ccc32)cc1. Reaction SMILES: [C:31]([O:32][BH-:33]([O:34][C:35](=[O:36])[CH3:37])[O:38][C:39](=[O:40])[CH3:41])(=[O:42])[CH3:43].[CH2:9]([CH3:10])[O:11][c:12]1[cH:13][cH:14][c:15](-[n:18]2[c:19]([CH:28]([CH3:29])[NH2:30])[n:20][c:21]3[c:22]2[cH:23][cH:24][c:25]([F:27])[cH:26]3)[cH:16][cH:17]1.[Cl:45][CH:46]([Cl:47])[CH3:48].[Cl:49][CH2:50][Cl:51].[Na+:44].[S:1]1[CH2:2][CH2:3][CH:4]([CH:7]=[O:8])[CH2:5][CH2:6]1>>[S:1]1[CH2:2][CH2:3][CH:4]([CH2:7][NH:30][CH:28]([c:19]2[n:18](-[c:15]3[cH:14][cH:13][c:12]([O:11][CH2:9][CH3:10])[cH:17][cH:16]3)[c:22]3[c:21]([n:20]2)[cH:26][c:25]([F:27])[cH:24][cH:23]3)[CH3:29])[CH2:5][CH2:6]1. Starting materials: C(=O)(O)C1=C(C(=O)NC2[C@@H]3N(C(=C(CS3)C)C(=O)OC(C)(C)C)C2=O)C=CC=C1 (t-butyl 7-(2-carboxybenzamido)-3-methyl-3-cephem-4-carboxylate), amino ester, C([O-])(O)=O.[Na+] (sodium bicarbonate), Cl.NC1[C@@H]2N(C(=C(CS2)C)C(=O)OC(C)(C)C)C1=O (t-butyl 7-amino-3-methyl-3-cephem-4-carboxylate hydrochloride), hydrochloride salt. The solvent is C(C)(=O)OCC (ethyl acetate). The product is NC1[C@@H]2N(C(=C(CS2)C)C(=O)OC(C)(C)C)C1=O (t-butyl 7-amino-3-methyl-3-cephem-4-carboxylate). Reaction SMILES: C(C1C=CC=CC=1C([NH:8][CH:9]1[C:24](=[O:25])[N:11]2[C:12]([C:17]([O:19][C:20]([CH3:23])([CH3:22])[CH3:21])=[O:18])=[C:13]([CH3:16])[CH2:14][S:15][C@H:10]12)=O)(O)=O.Cl.NC1C(=O)N2C(C(OC(C)(C)C)=O)=C(C)CS[C@H]12.C(=O)(O)[O-].[Na+]>C(OCC)(=O)C>[NH2:8][CH:9]1[C:24](=[O:25])[N:11]2[C:12]([C:17]([O:19][C:20]([CH3:22])([CH3:21])[CH3:23])=[O:18])=[C:13]([CH3:16])[CH2:14][S:15][C@H:10]12 |f:1.2,3.4|. Procedure details: In accordance with the procedure of Example 2, t-butyl 7-(2-carboxybenzamido)-3-methyl-3-cephem-4-carboxylate is converted to t-butyl 7-amino-3-methyl-3-cephem-4-carboxylate hydrochloride. The hydrochloride salt is converted to the free amino ester, a colorless solid, using ethyl acetate and sodium bicarbonate. Reactants: CC(=O)O, Cl, O=NOS(=O)(=O)O, O=N[O-], Nc1cc2c(cc1Cl)C(F)(F)OC2(F)F, [Na+], [Na+], [OH-], O=S(=O)(O)O. Yields the product NNc1cc2c(cc1Cl)C(F)(F)OC2(F)F. As a reaction SMILES: [CH3:35][C:36](=[O:37])[OH:38].[ClH:32].[N:16]([O:17][S:18](=[O:19])(=[O:20])[OH:21])=[O:22].[N:23]([O-:24])=[O:25].[NH2:1][c:2]1[c:3]([Cl:15])[cH:4][c:5]2[c:9]([cH:10]1)[C:8]([F:11])([F:12])[O:7][C:6]2([F:13])[F:14].[Na+:26].[Na+:34].[OH-:33].[S:27](=[O:28])(=[O:29])([OH:30])[OH:31]>>[NH:1]([c:2]1[c:3]([Cl:15])[cH:4][c:5]2[c:9]([cH:10]1)[C:8]([F:11])([F:12])[O:7][C:6]2([F:13])[F:14])[NH2:16].